This data is from the Open Reaction Database (ORD), a public repository of structured organic reaction records. The task is: describe an organic reaction: reactants, conditions, products, and yield Reactants: O.C([O-])([O-])=O.[Na+].[Na+] (sodium carbonate hydrate), ClC=1C=CC(N(N1)CCOC1=CC=NC2=CC(=CC=C12)OC)=O (6-chloro-2-(2-(7-methoxyquinolin-4-yloxy)ethyl)pyridazin-3(2 H)-one), S1C2=C(C=C1B(O)O)C=CC=C2 (benzo[b]thiophen-2-ylboronic acid). Reagents/catalysts: C1=CC=C(C=C1)P([C-]2C=CC=C2)C3=CC=CC=C3.C1=CC=C(C=C1)P([C-]2C=CC=C2)C3=CC=CC=C3.Cl[Pd]Cl.[Fe+2].C(Cl)Cl (PdCl2(dppf) CH2Cl2). The solvent is COCCOC (DME), O (H2O). Reaction conditions: temperature 80 celsius. Product: S1C2=C(C=C1C=1C=CC(N(N1)CCOC1=CC=NC3=CC(=CC=C13)OC)=O)C=CC=C2 (6-(Benzo[b]thiophen-2-yl)-2-(2-(7-methoxyquinolin-4-yloxy)ethyl)pyridazin-3(2 H)-one). The yield is 56.2%. As a reaction SMILES: O.C(=O)([O-])[O-].[Na+].[Na+].Cl[C:9]1[CH:10]=[CH:11][C:12](=[O:30])[N:13]([CH2:15][CH2:16][O:17][C:18]2[C:27]3[C:22](=[CH:23][C:24]([O:28][CH3:29])=[CH:25][CH:26]=3)[N:21]=[CH:20][CH:19]=2)[N:14]=1.[S:31]1[C:35](B(O)O)=[CH:34][C:33]2[CH:39]=[CH:40][CH:41]=[CH:42][C:32]1=2>COCCOC.O.C1C=CC(P(C2C=CC=CC=2)[C-]2C=CC=C2)=CC=1.C1C=CC(P(C2C=CC=CC=2)[C-]2C=CC=C2)=CC=1.Cl[Pd]Cl.[Fe+2].C(Cl)Cl>[S:31]1[C:35]([C:9]2[CH:10]=[CH:11][C:12](=[O:30])[N:13]([CH2:15][CH2:16][O:17][C:18]3[C:27]4[C:22](=[CH:23][C:24]([O:28][CH3:29])=[CH:25][CH:26]=4)[N:21]=[CH:20][CH:19]=3)[N:14]=2)=[CH:34][C:33]2[CH:39]=[CH:40][CH:41]=[CH:42][C:32]1=2 |f:0.1.2.3,8.9.10.11.12|. Procedure: A mixture of sodium carbonate hydrate (250 mg, 2016 μmol), PdCl2(dppf)-CH2Cl2 adduct (30 mg, 37 μmol), 6-chloro-2-(2-(7-methoxyquinolin-4-yloxy)ethyl)pyridazin-3(2 H)-one (220 mg, 663 μmol), and benzo[b]thiophen-2-ylboronic acid (290 mg, 1629 μmol) in DME (5 mL) and H2O (2 mL) was heated to 80° C. under nitrogen for 18 h. The mixture was cooled to room temperature and partitioned between EtOAc (50 mL) and H2O (20 mL). The organic phase was washed with H2O (2×), NH4Cl (aq), dried over Na2SO4, and... The product is COc1cc2c(=O)n(COC(=O)C(C)(C)C)cnc2cc1OCc1ccccc1. The reactants are CC(C)(C)C(=O)OCCl, COc1cc2c(=O)[nH]cnc2cc1OCc1ccccc1, CCOC(C)=O, Cl, [H-], [Na+], CN(C)C=O. Reaction SMILES: [C:24]([C:25]([CH3:26])([CH3:27])[CH3:28])(=[O:29])[O:30][CH2:31][Cl:32].[CH2:3]([c:4]1[cH:5][cH:6][cH:7][cH:8][cH:9]1)[O:10][c:11]1[c:12]([O:22][CH3:23])[cH:13][c:14]2[c:15](=[O:21])[nH:16][cH:17][n:18][c:19]2[cH:20]1.[CH3:39][CH2:40][O:41][C:42](=[O:43])[CH3:44].[ClH:33].[H-:1].[Na+:2].[O:34]=[CH:35][N:36]([CH3:37])[CH3:38]>>[CH2:3]([c:4]1[cH:5][cH:6][cH:7][cH:8][cH:9]1)[O:10][c:11]1[c:12]([O:22][CH3:23])[cH:13][c:14]2[c:15](=[O:21])[n:16]([CH2:31][O:30][C:24]([C:25]([CH3:26])([CH3:27])[CH3:28])=[O:29])[cH:17][n:18][c:19]2[cH:20]1. The reactants are [Na] (sodium), COC(\C(=C(\C)/NCC(=O)OC)\C)=O (3-(methoxycarbonylmethylamino)-2-methylcrotonic acid methyl ester). Solvent: CO (methanol), CO (methanol). The product is COC(=O)C=1NC(=C(C1O)C)C (3-hydroxy-4,5-dimethyl-pyrrole-2-carboxylic acid methyl ester). The yield is 83.6%. Reaction SMILES: [Na].C[O:3][C:4](=O)/[C:5](/[CH3:14])=[C:6](\[NH:8][CH2:9][C:10]([O:12][CH3:13])=[O:11])/[CH3:7]>CO>[CH3:13][O:12][C:10]([C:9]1[NH:8][C:6]([CH3:7])=[C:5]([CH3:14])[C:4]=1[OH:3])=[O:11] |^1:0|. Procedure: Using the method described in Example 1, 5.7 g of sodium in 250 ml of methanol, and 40 g of 3-(methoxycarbonylmethylamino)-2-methylcrotonic acid methyl ester in 90 ml of methanol, give 28.1 g of 3-hydroxy-4,5-dimethyl-pyrrole-2-carboxylic acid methyl ester, of melting point 170°-172° C. Reactants: O (Water), C([O-])([O-])=O.[K+].[K+] (potassium carbonate), C(=C)C(=O)C (methyl vinyl ketone), O(C1=CC=CC=C1)C1=CC=C(C(C=O)=C1)O (5-Phenoxysalicylaldehyde). Solvent: O1CCOCC1 (1,4-dioxane). Product: C(C)(=O)C=1COC2=C(C1)C=C(C=C2)OC2=CC=CC=C2 (3-acetyl-6-phenoxy-2H-1-benzopyran). Reaction SMILES: [O:1]([C:8]1[CH:15]=[C:12]([CH:13]=O)[C:11]([OH:16])=[CH:10][CH:9]=1)[C:2]1[CH:7]=[CH:6][CH:5]=[CH:4][CH:3]=1.C(=O)([O-])[O-].[K+].[K+].[CH:23]([C:25]([CH3:27])=[O:26])=[CH2:24].O>O1CCOCC1>[C:25]([C:23]1[CH2:24][O:16][C:11]2[CH:10]=[CH:9][C:8]([O:1][C:2]3[CH:7]=[CH:6][CH:5]=[CH:4][CH:3]=3)=[CH:15][C:12]=2[CH:13]=1)(=[O:26])[CH3:27] |f:1.2.3|. Procedure details: The starting material is prepared as follows: 5-Phenoxysalicylaldehyde (6.17 g, 28.8 mmol) is dissolved in 100 ml of 1,4-dioxane and treated with potassium carbonate (7.96 g, 57.6 mmol) and methyl vinyl ketone (3.03 g, 43.2 mmol) under nitrogen. The mixture is heated at reflux for 3 hours. Water is added and three extractions with dichloromethane are carried out. The organic extracts are combined, dried (MgSO4) and evaporated. Purification by flash chromatography (silica gel, 15% EtOAc/hexane) y...